Dataset: the Open Reaction Database (ORD), a public repository of structured organic reaction records. Task: describe an organic reaction: reactants, conditions, products, and yield Reactants: ClC1=CC=C(C=C1)C1=N[C@]2(C=3N(C4=C1C(=C(S4)C)C)C(=NN3)C)[C@@H](C2)COC ((1S,2R)-4′-(4-chlorophenyl)-2-(methoxymethyl)-2′,3′,9′-trimethylspiro[cyclopropane-1,6′-thieno[3,2-f][1,2,4]triazolo[4,3-a][1,4]diazepine]), FC(C(=O)O)(F)F.ClC1=CC=C(C=C1)C=1C2=C(NC(C3(N1)CCC3)=O)SC(=C2C)C (5′-(4-chlorophenyl)-6′,7′-dimethylspiro[cyclobutane-1,3′-thieno[2,3-e][1,4]diazepin]-2′(1′H)-one 2,2,2-trifluoroacetate). The product is ClC1=CC=C(C=C1)C1=NC2(C=3N(C4=C1C(=C(S4)C)C)C(=NN3)C)CCC2 (4′-(4-chlorophenyl)-2′,3′,9′-trimethylspiro[cyclobutane-1,6′-thieno[3,2-f][1,2,4]triazolo[4,3-a][1,4]diazepine]). Reaction SMILES: [Cl:1][C:2]1[CH:7]=[CH:6][C:5]([C:8]2[C:14]3[C:15]([CH3:19])=[C:16]([CH3:18])[S:17][C:13]=3[N:12]3[C:20]([CH3:23])=[N:21][N:22]=[C:11]3[C@@:10]3([CH2:25][C@H:24]3[CH2:26]OC)[N:9]=2)=[CH:4][CH:3]=1.FC(F)(F)C(O)=O.ClC1C=CC(C2C3C(C)=C(C)SC=3NC(=O)C3(CCC3)N=2)=CC=1>>[Cl:1][C:2]1[CH:3]=[CH:4][C:5]([C:8]2[C:14]3[C:15]([CH3:19])=[C:16]([CH3:18])[S:17][C:13]=3[N:12]3[C:20]([CH3:23])=[N:21][N:22]=[C:11]3[C:10]3([CH2:25][CH2:26][CH2:24]3)[N:9]=2)=[CH:6][CH:7]=1 |f:1.2|. Reported procedure: A procedure analogous to that set forth in the synthesis of Compound 202 (Step 6) was followed, with the exception that 5′-(4-chlorophenyl)-6′,7′-dimethylspiro[cyclobutane-1,3′-thieno[2,3-e][1,4]diazepin]-2′(1′H)-one 2,2,2-trifluoroacetate was used as starting material. LRMS (M+H)+: 383 m/z. 1H NMR (400 MHz, DMSO-d6) δ7.50 (s, 4H), 3.28-3.39 (m, 1H), 2.73-2.87 (m, 1H), 2.60 (s, 3H), 2.39 (s, 3H), 1.89-1.98 (m, 1H), 1.78-1.88 (m, 1H), 1.64-1.74 (m, 2H), 1.61 (s, 3H).